From a dataset of the Open Reaction Database (ORD), a public repository of structured organic reaction records. describe an organic reaction: reactants, conditions, products, and yield Reactants: CC(O)c1coc(C(C)(C)O[SiH2]C(C)(C)C)n1, N#N, O=[Mn]=O. Yields the product CC(=O)c1coc(C(C)(C)O[SiH2]C(C)(C)C)n1. Reaction SMILES: [C:3]([CH3:4])([CH3:5])([CH3:6])[SiH2:7][O:8][C:9]([c:10]1[o:11][cH:12][c:13]([CH:15]([CH3:16])[OH:17])[n:14]1)([CH3:18])[CH3:19].[N:1]#[N:2].[O:20]=[Mn:21]=[O:22]>>[C:3]([CH3:4])([CH3:5])([CH3:6])[SiH2:7][O:8][C:9]([c:10]1[o:11][cH:12][c:13]([C:15]([CH3:16])=[O:17])[n:14]1)([CH3:18])[CH3:19]. Reactants: Cl.C(C=C)ON (Allyloxyamine hydrochloride), [OH-].[Na+] (sodium hydroxide), OC1=C(C(CC(C1)C1=C(C(=C(C=C1C)C)Br)C)=O)C(CC)=O (3-hydroxy-2-propionyl-5-(3-bromo-2,4,6-trimethylphenyl)cyclohex-2-en-1-one), C(C)O (ethanol), C(C)O (ethanol). Run in O (water). Product: C(C=C)ON=C(CC)C=1C(CC(CC1O)C1=C(C(=C(C=C1C)C)Br)C)=O (2-[1-(allyloxyimino)propyl]-3-hydroxy-5-(3-bromo-2,4,6-trimethylphenyl)cyclohex-2-en-1-one). Yield: 57.3%. As a reaction SMILES: Cl.[CH2:2]([O:5][NH2:6])[CH:3]=[CH2:4].[OH-].[Na+].[OH:9][C:10]1[CH2:15][CH:14]([C:16]2[C:21]([CH3:22])=[CH:20][C:19]([CH3:23])=[C:18]([Br:24])[C:17]=2[CH3:25])[CH2:13][C:12](=[O:26])[C:11]=1[C:27](=O)[CH2:28][CH3:29].C(O)C>O>[CH2:2]([O:5][N:6]=[C:27]([C:11]1[C:12](=[O:26])[CH2:13][CH:14]([C:16]2[C:21]([CH3:22])=[CH:20][C:19]([CH3:23])=[C:18]([Br:24])[C:17]=2[CH3:25])[CH2:15][C:10]=1[OH:9])[CH2:28][CH3:29])[CH:3]=[CH2:4] |f:0.1,2.3|. Procedure: Allyloxyamine hydrochloride (0.17 g) and then a solution of sodium hydroxide (0.06 g) in water (1 ml) were added to a stirred mixture of 3-hydroxy-2-propionyl-5-(3-bromo-2,4,6-trimethylphenyl)cyclohex-2-en-1-one (0.50 g, 1.37 mmole) and 95% ethanol. The progress of the reaction was monitored using thin layer chromatography on silica gel (eluant dichloromethane). On completion of the reaction the ethanol was removed by evaporation under reduced pressure and the residue was extracted with dichloro... Starting materials: CCOC(=O)C1=C(c2ccc3c(c2)OCO3)c2ccccc2C1c1ccc(F)cc1, CCO. Product: CCOC(=O)C1C(c2ccc(F)cc2)c2ccccc2C1c1ccc2c(c1)OCO2. As a reaction SMILES: [CH2:1]([CH3:2])[O:3][C:4](=[O:5])[C:6]1=[C:14]([c:15]2[cH:16][c:17]3[c:18]([cH:19][cH:20]2)[O:21][CH2:22][O:23]3)[c:13]2[c:8]([cH:9][cH:10][cH:11][cH:12]2)[CH:7]1[c:24]1[cH:25][cH:26][c:27]([F:30])[cH:28][cH:29]1.[CH3:31][CH2:32][OH:33]>>[CH2:1]([CH3:2])[O:3][C:4](=[O:5])[CH:6]1[CH:7]([c:24]2[cH:25][cH:26][c:27]([F:30])[cH:28][cH:29]2)[c:8]2[cH:9][cH:10][cH:11][cH:12][c:13]2[CH:14]1[c:15]1[cH:16][c:17]2[c:18]([cH:19][cH:20]1)[O:21][CH2:22][O:23]2. Starting materials: CO, C[Si](C)(C)C#Cc1ccc(O)cc1, [K+], [OH-]. The product is C#Cc1ccc(O)cc1. RXN SMILES: [CH3:16][OH:17].[CH3:1][Si:2]([CH3:3])([CH3:4])[C:5]#[C:6][c:7]1[cH:8][cH:9][c:10]([OH:13])[cH:11][cH:12]1.[K+:15].[OH-:14]>>[CH:5]#[C:6][c:7]1[cH:8][cH:9][c:10]([OH:13])[cH:11][cH:12]1. Reactants: CCCC[N+](CCCC)(CCCC)CCCC, C1CCOC1, Cl, [F-], C[Si](C)(C)CCN1C(=O)CN(c2ccc(C=CC3CCCN3S(=O)(=O)c3ccccc3)cc2OCc2ccccc2)S1(=O)=O. Product: O=C1CN(c2ccc(C=CC3CCCN3S(=O)(=O)c3ccccc3)cc2OCc2ccccc2)S(=O)(=O)N1. As a reaction SMILES: [CH2:46]([N+:47]([CH2:48][CH2:49][CH2:50][CH3:51])([CH2:52][CH2:53][CH2:54][CH3:55])[CH2:56][CH2:57][CH2:58][CH3:59])[CH2:60][CH2:61][CH3:62].[CH2:64]1[O:65][CH2:66][CH2:67][CH2:68]1.[ClH:63].[F-:45].[c:1]1([S:7](=[O:8])(=[O:9])[N:10]2[CH:11]([CH:15]=[CH:16][c:17]3[cH:18][c:19]([O:37][CH2:38][c:39]4[cH:40][cH:41][cH:42][cH:43][cH:44]4)[c:20]([N:23]4[CH2:24][C:25](=[O:36])[N:26]([CH2:30][CH2:31][Si:32]([CH3:33])([CH3:34])[CH3:35])[S:27]4(=[O:28])=[O:29])[cH:21][cH:22]3)[CH2:12][CH2:13][CH2:14]2)[cH:2][cH:3][cH:4][cH:5][cH:6]1>>[c:1]1([S:7](=[O:8])(=[O:9])[N:10]2[CH:11]([CH:15]=[CH:16][c:17]3[cH:18][c:19]([O:37][CH2:38][c:39]4[cH:40][cH:41][cH:42][cH:43][cH:44]4)[c:20]([N:23]4[CH2:24][C:25](=[O:36])[NH:26][S:27]4(=[O:28])=[O:29])[cH:21][cH:22]3)[CH2:12][CH2:13][CH2:14]2)[cH:2][cH:3][cH:4][cH:5][cH:6]1. Starting materials: C(C)(C)C1=CC(=C(C2=C1N=C(S2)N)C)SC#N (4-isopropyl-7-methyl-6-thiocyanato-benzothiazol-2-yl-amine), CCOC(=O)C (EtOAc), O (H2O), ClC(=O)OC (methyl chloroformate). Solvent: C(Cl)Cl (CH2Cl2), N1=CC=CC=C1 (pyridine). Conditions: time 2 hour. Product: COC(=O)NC=1SC2=C(N1)C(=CC(=C2C)SC#N)C(C)C (2-(methyloxycarbonyl)amino-4-isopropyl-7-methyl-6-thiocyanato-benzothiazole). Reaction SMILES: [CH:1]([C:4]1[C:9]2[N:10]=[C:11]([NH2:13])[S:12][C:8]=2[C:7]([CH3:14])=[C:6]([S:15][C:16]#[N:17])[CH:5]=1)([CH3:3])[CH3:2].Cl[C:19]([O:21][CH3:22])=[O:20].O.CCOC(C)=O>C(Cl)Cl.N1C=CC=CC=1>[CH3:22][O:21][C:19]([NH:13][C:11]1[S:12][C:8]2[C:7]([CH3:14])=[C:6]([S:15][C:16]#[N:17])[CH:5]=[C:4]([CH:1]([CH3:3])[CH3:2])[C:9]=2[N:10]=1)=[O:20]. Procedure details: To 4-isopropyl-7-methyl-6-thiocyanato-benzothiazol-2-yl-amine (Example L-4; 4.0 g, 17 mmol) dissolved in CH2Cl2 (25 mL) and pyridine (5 mL), was added methyl chloroformate at 0° C. The reaction mixture was stirred at room temperature for 2 hours. H2O was added to the reaction mixture followed by EtOAc (100 mL). The organic layer was washed with 2N HCl, H2O, saturated sodium bicarbonate solution and brine, and was dried (MgSO4). The solvents were evaporated, and the residue was purified by flash ... The reactants are CN1C2(C3=C(NC=4C=CC(=CC34)C)CC1)CC2 (2′,8′-dimethyl-2′,3′,4′,5′-tetrahydrospiro[cyclopropane-1,1′-pyrido[4,3-b]indole]), FC(C1=NC=C(C=C1)C=C)(F)F (2-(trifluoromethyl)-5-vinylpyridine), [OH-].[K+] (KOH). Run in CN1CCCC1=O (NMP). Product: CN1C2(C3=C(N(C=4C=CC(=CC34)C)CCC=3C=NC(=CC3)C(F)(F)F)CC1)CC2 (2′,8′-dimethyl-5′-(2-(6-(trifluoromethyl)pyridin-3-yl)ethyl)-2′,3′,4′,5′-tetrahydrospiro[cyclopropane-1,1′-pyrido[4,3-b]indole]). RXN SMILES: [CH3:1][N:2]1[CH2:15][CH2:14][C:5]2[NH:6][C:7]3[CH:8]=[CH:9][C:10]([CH3:13])=[CH:11][C:12]=3[C:4]=2[C:3]21[CH2:17][CH2:16]2.[F:18][C:19]([F:29])([F:28])[C:20]1[CH:25]=[CH:24][C:23]([CH:26]=[CH2:27])=[CH:22][N:21]=1.[OH-].[K+]>CN1C(=O)CCC1>[CH3:1][N:2]1[CH2:15][CH2:14][C:5]2[N:6]([CH2:27][CH2:26][C:23]3[CH:22]=[N:21][C:20]([C:19]([F:29])([F:18])[F:28])=[CH:25][CH:24]=3)[C:7]3[CH:8]=[CH:9][C:10]([CH3:13])=[CH:11][C:12]=3[C:4]=2[C:3]21[CH2:17][CH2:16]2 |f:2.3|. Procedure: The title compound is prepared from a mixture of 2′,8′-dimethyl-2′,3′,4′,5′-tetrahydrospiro[cyclopropane-1,1′-pyrido[4,3-b]indole], 2-(trifluoromethyl)-5-vinylpyridine and KOH (5-7 equiv) in NMP at a temperature ranging between 25 deg C. to 100 deg C. The product obtained is isolated by preparative HPLC. The reactants are O=C1CCC(=O)N1Br, CC#N, COc1cccc(C)c1N. The product is COc1cc(Br)cc(C)c1N. As a reaction SMILES: [Br:11][N:12]1[C:13](=[O:14])[CH2:15][CH2:16][C:17]1=[O:18].[CH3:19][C:20]#[N:21].[CH3:1][O:2][c:3]1[c:4]([NH2:10])[c:5]([CH3:9])[cH:6][cH:7][cH:8]1>>[CH3:1][O:2][c:3]1[c:4]([NH2:10])[c:5]([CH3:9])[cH:6][c:7]([Br:11])[cH:8]1. The reactants are ClC1=C(C(=O)O)C=C(C=C1)C(F)(F)F (2-chloro-5-trifluoromethylbenzoic acid), FC1(CCC(CC1)(C=1C=NC(=CC1)F)CN)F (C-[4,4-difluoro-1-(6-fluoro-pyridin-3-yl)-cyclohexyl]-methylamine). Product: ClC1=C(C(=O)NCC2(CCC(CC2)(F)F)C=2C=NC(=CC2)F)C=C(C=C1)C(F)(F)F (2-Chloro-N-[[4,4-difluoro-1-(6-fluoro-3-pyridyl)cyclohexyl]methyl]-5-(trifluoromethyl)benzamide). Reaction SMILES: [Cl:1][C:2]1[CH:10]=[CH:9][C:8]([C:11]([F:14])([F:13])[F:12])=[CH:7][C:3]=1[C:4]([OH:6])=O.[F:15][C:16]1([F:31])[CH2:21][CH2:20][C:19]([CH2:29][NH2:30])([C:22]2[CH:23]=[N:24][C:25]([F:28])=[CH:26][CH:27]=2)[CH2:18][CH2:17]1>>[Cl:1][C:2]1[CH:10]=[CH:9][C:8]([C:11]([F:14])([F:13])[F:12])=[CH:7][C:3]=1[C:4]([NH:30][CH2:29][C:19]1([C:22]2[CH:23]=[N:24][C:25]([F:28])=[CH:26][CH:27]=2)[CH2:20][CH2:21][C:16]([F:15])([F:31])[CH2:17][CH2:18]1)=[O:6]. Procedure details: From 2-chloro-5-trifluoromethylbenzoic acid and C-[4,4-difluoro-1-(6-fluoro-pyridin-3-yl)-cyclohexyl]-methylamine. LCMS (MH+): m/z=451.1, tR (minutes, Method C)=1.15